Dataset: the Open Reaction Database (ORD), a public repository of structured organic reaction records. Task: describe an organic reaction: reactants, conditions, products, and yield Reactants: CC(Cc1c[nH]c2c(OCc3ccccc3)cccc12)NC(=O)C(O)c1cccnc1, CO, Cl, C1CCOC1. Yields the product CC(Cc1c[nH]c2c(OCc3ccccc3)cccc12)NCC(O)c1cccnc1. RXN SMILES: [CH2:1]([c:2]1[cH:3][cH:4][cH:5][cH:6][cH:7]1)[O:8][c:9]1[cH:10][cH:11][cH:12][c:13]2[c:14]([CH2:18][CH:19]([CH3:20])[NH:21][C:22]([CH:23]([c:24]3[cH:25][n:26][cH:27][cH:28][cH:29]3)[OH:30])=[O:31])[cH:15][nH:16][c:17]12.[CH3:38][OH:39].[ClH:32].[O:33]1[CH2:34][CH2:35][CH2:36][CH2:37]1>>[CH2:1]([c:2]1[cH:3][cH:4][cH:5][cH:6][cH:7]1)[O:8][c:9]1[cH:10][cH:11][cH:12][c:13]2[c:14]([CH2:18][CH:19]([CH3:20])[NH:21][CH2:22][CH:23]([c:24]3[cH:25][n:26][cH:27][cH:28][cH:29]3)[OH:30])[cH:15][nH:16][c:17]12. Starting materials: [Br-], C1CCOC1, C1CCOC1, C[Mg+], Cc1ccccc1, CC(=O)c1ccc(-c2ccc(C(C)(c3ccc(-c4cnc(-n5c(C)ccc5C)nc4)cc3)C(C)C)nc2)nn1, [Cl-], [Li+]. The product is Cc1ccc(C)n1-c1ncc(-c2ccc(C(C)(c3ccc(-c4ccc(C(C)(C)O)nn4)cn3)C(C)C)cc2)cn1. As a reaction SMILES: [Br-:1].[CH2:45]1[O:46][CH2:47][CH2:48][CH2:49]1.[CH2:57]1[O:58][CH2:59][CH2:60][CH2:61]1.[CH3:2][Mg+:3].[CH3:50][c:51]1[cH:52][cH:53][cH:54][cH:55][cH:56]1.[CH3:6][c:7]1[n:8](-[c:13]2[n:14][cH:15][c:16](-[c:19]3[cH:20][cH:21][c:22]([C:25]([CH:26]([CH3:27])[CH3:28])([CH3:29])[c:30]4[cH:31][cH:32][c:33](-[c:36]5[cH:37][cH:38][c:39]([C:42]([CH3:43])=[O:44])[n:40][n:41]5)[cH:34][n:35]4)[cH:23][cH:24]3)[cH:17][n:18]2)[c:9]([CH3:12])[cH:10][cH:11]1.[Cl-:5].[Li+:4]>>[CH3:2][C:42]([c:39]1[cH:38][cH:37][c:36](-[c:33]2[cH:32][cH:31][c:30]([C:25]([c:22]3[cH:21][cH:20][c:19](-[c:16]4[cH:15][n:14][c:13](-[n:8]5[c:7]([CH3:6])[cH:11][cH:10][c:9]5[CH3:12])[n:18][cH:17]4)[cH:24][cH:23]3)([CH:26]([CH3:27])[CH3:28])[CH3:29])[n:35][cH:34]2)[n:41][n:40]1)([CH3:43])[OH:44]. Reactants: CN(C)CC=1C=C(C=CC1)CSCCN (2-[[3-(N,N-Dimethylaminomethyl)phenyl]methylthio]ethanamine), CN=C=S (methyl isothiocyanate). Solvent: C(C)#N (acetonitrile). Yields the product CNC(=S)NCCSCC1=CC(=CC=C1)CN(C)C (N-Methyl-N'-[2-[[3-(N,N-dimethylaminomethyl)phenyl]methylthio]ethyl]thiourea). Reaction SMILES: [CH3:1][N:2]([CH2:4][C:5]1[CH:6]=[C:7]([CH2:11][S:12][CH2:13][CH2:14][NH2:15])[CH:8]=[CH:9][CH:10]=1)[CH3:3].[CH3:16][N:17]=[C:18]=[S:19]>C(#N)C>[CH3:16][NH:17][C:18]([NH:15][CH2:14][CH2:13][S:12][CH2:11][C:7]1[CH:8]=[CH:9][CH:10]=[C:5]([CH2:4][N:2]([CH3:1])[CH3:3])[CH:6]=1)=[S:19]. Procedure: 2-[[3-(N,N-Dimethylaminomethyl)phenyl]methylthio]ethanamine (5 g) and methyl isothiocyanate (1.62 g) were stirred at room temperature in acetonitrile for 18 hours. The solvent was removed and the residue was column chromatographed on silica using a mixture of ethyl acetate and methanol as eluent to give the title compound as a pale yellow oil. TLC silica; ethyl acetate:isopropanol:water:0.88 ammonia (25:15:8:2) Rf 0.61. The reactants are O=c1c(Br)cc(-c2ccccn2)cn1-c1ccccc1, [Mg+]C1CCCCC1, [Cl-], C1CCOC1, O. Yields the product O=c1c(C2CCCCC2)cc(-c2ccccn2)cn1-c1ccccc1. As a reaction SMILES: [Br:1][c:2]1[c:3](=[O:20])[n:4](-[c:14]2[cH:15][cH:16][cH:17][cH:18][cH:19]2)[cH:5][c:6](-[c:8]2[n:9][cH:10][cH:11][cH:12][cH:13]2)[cH:7]1.[CH:22]1([Mg+:28])[CH2:23][CH2:24][CH2:25][CH2:26][CH2:27]1.[Cl-:21].[O:30]1[CH2:31][CH2:32][CH2:33][CH2:34]1.[OH2:29]>>[c:2]1([CH:22]2[CH2:23][CH2:24][CH2:25][CH2:26][CH2:27]2)[c:3](=[O:20])[n:4](-[c:14]2[cH:15][cH:16][cH:17][cH:18][cH:19]2)[cH:5][c:6](-[c:8]2[n:9][cH:10][cH:11][cH:12][cH:13]2)[cH:7]1. Reaction SMILES: [K].[OH:2][C:3]1[CH:4]=[CH:5][C:6]([CH3:9])=[N:7][CH:8]=1.Br[C:11]1[CH:12]=[C:13]([Cl:17])[CH:14]=[CH:15][CH:16]=1>CN(C)C=O.C(O)C.[Cu]>[Cl:17][C:13]1[CH:12]=[C:11]([CH:16]=[CH:15][CH:14]=1)[O:2][C:3]1[CH:4]=[CH:5][C:6]([CH3:9])=[N:7][CH:8]=1 |^1:0|. Solvent: CN(C=O)C (dimethylformamide), C(C)O (ethanol). Reagents/catalysts: [Cu] (copper). The product is ClC=1C=C(OC=2C=CC(=NC2)C)C=CC1 (5-(m-chlorophenoxy)-2-methylpyridine). Starting materials: [K] (potassium), OC=1C=CC(=NC1)C (5-hydroxy-2-methylpyridine), BrC=1C=C(C=CC1)Cl (m-bromochlorobenzene). Procedure: 3 g of a potassium salt of 5-hydroxy-2-methylpyridine, 3.83 g of m-bromochlorobenzene and 200 mg of a copper powder were suspended in 8 ml of dimethylformamide, followed by allowing the mixture to react in a nitrogen gas stream at 130° C. for 13 hours while stirring. The reaction mixture was diluted with 40 ml of ethanol and filtered. The filtrate was immediately concentrated, and 80 ml of chloroform was added to the residue. The mixture was washed with a 0.01 N aqueous sodium hydroxide solution... Starting materials: C(C)(C)(C)OC(=O)N1[C@@H](C[C@@H](C1)F)COCCC(=O)O (3-((2S,4S)-1-(tert-butoxycarbonyl)-4-fluoro-2-pyrrolidinylmethoxy)propionic acid), CSC.B (borane-dimethyl sulfide). Solvent: C1CCOC1 (THF), ice water. Run at time 3.5 hour. Product: C(C)(C)(C)OC(=O)N1[C@@H](C[C@@H](C1)F)COCCCO (3-((2S,4S)-1-(tert-butoxycarbonyl)-4-fluoro-2-pyrrolidinylmethoxy)propanol). Yield: 120.3%. Reaction SMILES: [C:1]([O:5][C:6]([N:8]1[CH2:12][C@@H:11]([F:13])[CH2:10][C@H:9]1[CH2:14][O:15][CH2:16][CH2:17][C:18](O)=[O:19])=[O:7])([CH3:4])([CH3:3])[CH3:2].CSC.B>C1COCC1>[C:1]([O:5][C:6]([N:8]1[CH2:12][C@@H:11]([F:13])[CH2:10][C@H:9]1[CH2:14][O:15][CH2:16][CH2:17][CH2:18][OH:19])=[O:7])([CH3:4])([CH3:3])[CH3:2] |f:1.2|. Procedure details: In THF (100 ml) was dissolved 3-((2S,4S)-1-(tert-butoxycarbonyl)-4-fluoro-2-pyrrolidinylmethoxy)propionic acid (2.48 g, 8.51 mmol). At room temperature, a 10.0M borane-dimethyl sulfide solution (2.79 ml, 27.9 mmol) was added and the mixture was stirred at room temperature for 3.5 hours and then, at 60° C. for 30 minutes. After cooling to room temperature, the reaction mixture was poured in ice water (100 ml), followed by extraction with ethyl acetate. The extract was washed with saturated brine,...